The task is: describe an organic reaction: reactants, conditions, products, and yield. This data is from the Open Reaction Database (ORD), a public repository of structured organic reaction records. Reactants: FC(OC1=CC=C(C=C1)N1C(C2(CC1)CCNCC2)=O)(F)F (2-(4-trifluoromethoxy-phenyl)-2,8-diaza-spiro[4.5]decan-1-one), O=C(OC(Cl)(Cl)Cl)Cl (diphosgene), C(C(C)C)NC (Isobutyl-methyl-amine). The product is C(C(C)C)N(C(=O)N1CCC2(CCN(C2=O)C2=CC=C(C=C2)OC(F)(F)F)CC1)C (1-Oxo-2-(4-trifluoromethoxy-phenyl)-2,8-diaza-spiro[4.5]decane-8-carboxylic acid isobutyl-methyl-amide). RXN SMILES: [F:1][C:2]([F:22])([F:21])[O:3][C:4]1[CH:9]=[CH:8][C:7]([N:10]2[CH2:14][CH2:13][C:12]3([CH2:19][CH2:18][NH:17][CH2:16][CH2:15]3)[C:11]2=[O:20])=[CH:6][CH:5]=1.O=C(Cl)[O:25][C:26](Cl)(Cl)Cl.[CH2:31]([NH:35][CH3:36])[CH:32]([CH3:34])[CH3:33]>>[CH2:31]([N:35]([CH3:36])[C:26]([N:17]1[CH2:16][CH2:15][C:12]2([C:11](=[O:20])[N:10]([C:7]3[CH:8]=[CH:9][C:4]([O:3][C:2]([F:1])([F:21])[F:22])=[CH:5][CH:6]=3)[CH2:14][CH2:13]2)[CH2:19][CH2:18]1)=[O:25])[CH:32]([CH3:34])[CH3:33]. Reported procedure: This material was prepared in analogy to example 251 step B) from 2-(4-trifluoromethoxy-phenyl)-2,8-diaza-spiro[4.5]decan-1-one, diphosgene and Isobutyl-methyl-amine. MS (ESI): 428.4 (MH+). Starting materials: O=C([O-])O, CC#N, N#Cc1nc(Cl)ccc1CCl, [Na+], O, Oc1ccccc1. Yields the product N#Cc1nc(Cl)ccc1COc1ccccc1. As a reaction SMILES: [C:8](=[O:9])([O-:10])[OH:11].[CH3:25][C:26]#[N:27].[Cl:13][c:14]1[n:15][c:16]([C:22]#[N:23])[c:17]([CH2:20][Cl:21])[cH:18][cH:19]1.[Na+:12].[OH2:24].[OH:1][c:2]1[cH:3][cH:4][cH:5][cH:6][cH:7]1>>[O:1]([c:2]1[cH:3][cH:4][cH:5][cH:6][cH:7]1)[CH2:20][c:17]1[c:16]([C:22]#[N:23])[n:15][c:14]([Cl:13])[cH:19][cH:18]1. Solvent: C(Cl)Cl (methylene chloride), O (water). Procedure details: A pinch of tetramethylpyridine N-oxide and 10 ml of 12.5% strength sodium hypochlorite solution are added to a stirred mixture of 3 g (16 mmol) of methyl (2-methylpyrid-3-yl)-α-hydroxyacetate (Example 1b) in 20 ml of methylene chloride and 0.5 g (3.5 mmol) of Na2HPO4, 0.6 g (5 mmol) of NaH2PO4 and 0.2 g (1.6 mmol) of KBr in 20 ml of water. Stirring is carried out for 1 hour at room temperature, after which the organic phase is separated off and evaporated down. 2.2 g (77%) of the title compound ... Yields the product CC1=NC=CC=C1C(C(=O)OC)=O (Methyl (2-methylpyrid-3-yl)-glyoxylate). Starting materials: CC=1C(=C(C(=[N+](C1)[O-])C)C)C (tetramethylpyridine N-oxide), Cl[O-].[Na+] (sodium hypochlorite), CC1=NC=CC=C1C(C(=O)OC)O (methyl (2-methylpyrid-3-yl)-α-hydroxyacetate), Na2HPO4, NaH2PO4, [K+].[Br-] (KBr). Reaction SMILES: CC1C(C)=C(C)C(C)=[N+]([O-])C=1.Cl[O-].[Na+].[CH3:15][C:16]1[C:21]([CH:22]([OH:27])[C:23]([O:25][CH3:26])=[O:24])=[CH:20][CH:19]=[CH:18][N:17]=1.[K+].[Br-]>C(Cl)Cl.O>[CH3:15][C:16]1[C:21]([C:22](=[O:27])[C:23]([O:25][CH3:26])=[O:24])=[CH:20][CH:19]=[CH:18][N:17]=1 |f:1.2,4.5|. Isolated yield 76.7%. Run at time 1 hour.